The task is: describe an organic reaction: reactants, conditions, products, and yield. This data is from the Open Reaction Database (ORD), a public repository of structured organic reaction records. The reactants are CC1=C2C(=NC=3C=C(C=CC13)C(F)(F)F)CCNCC2 (1,2,4,5-tetrahydro-11-methyl-8-trifluoromethyl-3H-azepino[4,5-b]quinoline), ClC(=O)OCC (ethyl chloroformate). The product is Cl.C(C)OC(=O)N1CCC2=NC=3C=C(C=CC3C(=C2CC1)C)C(F)(F)F (1,2,4,5-Tetrahydro-11-methyl-8-trifluoromethyl-3-azepino[4,5-b]quinoline-carboxylic acid ethyl ester hydrochloride). Isolated yield 98.0%. As a reaction SMILES: [CH3:1][C:2]1[C:11]2[CH:10]=[CH:9][C:8]([C:12]([F:15])([F:14])[F:13])=[CH:7][C:6]=2[N:5]=[C:4]2[CH2:16][CH2:17][NH:18][CH2:19][CH2:20][C:3]=12.[Cl:21][C:22]([O:24][CH2:25][CH3:26])=[O:23]>>[ClH:21].[CH2:25]([O:24][C:22]([N:18]1[CH2:19][CH2:20][C:3]2[C:4](=[N:5][C:6]3[CH:7]=[C:8]([C:12]([F:14])([F:13])[F:15])[CH:9]=[CH:10][C:11]=3[C:2]=2[CH3:1])[CH2:16][CH2:17]1)=[O:23])[CH3:26] |f:2.3|. Procedure: 1,2,4,5-Tetrahydro-11-methyl-8-trifluoromethyl-3-azepino[4,5-b]quinoline-carboxylic acid ethyl ester hydrochloride was prepared from 1,2,4,5-tetrahydro-11-methyl-8-trifluoromethyl-3H-azepino[4,5-b]quinoline and ethyl chloroformate analogous to Example 155. The reactants are ClC=1N=C(SC1C=O)N1CCOCC1 (4-Chloro-2-morpholin-4-yl-thiazole-5-carbaldehyde), C(C)(C)NC(=O)[C@H]1[C@@H]2C=C[C@H]([C@H]1NC1=C(C(=NC=C1Cl)N)N)C2 ((1S,2S,3R,4R)-3-(2,3-Diamino-5-chloro-pyridin-4-ylamino)-bicyclo[2.2.1]hept-5-ene-2-carboxylic acid isopropylamide), C(C)(=O)[O-].[NH4+] (Ammonium acetate). The product is C(C)(C)NC(=O)[C@H]1[C@@H]2C=C[C@H]([C@H]1NC1=C3C(=NC=C1Cl)NC(=N3)C3=C(N=C(S3)N3CCOCC3)Cl)C2 ((1S,2S,3R,4R)-3-[6-Chloro-2-(4-chloro-2-morpholin-4-yl-thiazol-5-yl)-3H-imidazo[4,5-b]pyridin-7-ylamino]-bicyclo[2.2.1]hept-5-ene-2-carboxylic acid isopropylamide). The yield is 9.0%. As a reaction SMILES: [Cl:1][C:2]1[N:3]=[C:4]([N:9]2[CH2:14][CH2:13][O:12][CH2:11][CH2:10]2)[S:5][C:6]=1[CH:7]=O.[CH:15]([NH:18][C:19]([C@@H:21]1[C@H:26]([NH:27][C:28]2[C:33]([Cl:34])=[CH:32][N:31]=[C:30]([NH2:35])[C:29]=2[NH2:36])[C@@H:25]2[CH2:37][C@H:22]1[CH:23]=[CH:24]2)=[O:20])([CH3:17])[CH3:16].C([O-])(=O)C.[NH4+]>>[CH:15]([NH:18][C:19]([C@@H:21]1[C@H:26]([NH:27][C:28]2[C:33]([Cl:34])=[CH:32][N:31]=[C:30]3[NH:35][C:7]([C:6]4[S:5][C:4]([N:9]5[CH2:14][CH2:13][O:12][CH2:11][CH2:10]5)=[N:3][C:2]=4[Cl:1])=[N:36][C:29]=23)[C@@H:25]2[CH2:37][C@H:22]1[CH:23]=[CH:24]2)=[O:20])([CH3:17])[CH3:16] |f:2.3|. Procedure: In a similar fashion to Compound LXXXVII 4-Chloro-2-morpholin-4-yl-thiazole-5-carbaldehyde (75.00 mg, 0.3223 mmol), (1S,2S,3R,4R)-3-(2,3-Diamino-5-chloro-pyridin-4-ylamino)-bicyclo[2.2.1]hept-5-ene-2-carboxylic acid isopropylamide (97.42 mg, 0.2901 mmol), and Ammonium acetate (44.72 mg, 0.5802 mmol were reacted to produce 14.26 mg (9%) of the title compound. (300 MHz, DMSO-d6) 12.78 (s, 1H), 8.11 (d, J=7.5 Hz, 1H), 7.94 (s, 1H), 6.95 (s, 1H), 6.39-6.29 (m, 2H), 4.98 (t, J=17 Hz, 8.5 Hz, 1H), 3.8... Reactants: CCCc1cc(OC(C)(C)C(=O)OCC)ccc1OCCc1nc(-c2ccc(-c3ccccc3)cc2)oc1C, CCO, [Na+], [OH-]. The product is CCCc1cc(OC(C)(C)C(=O)O)ccc1OCCc1nc(-c2ccc(-c3ccccc3)cc2)oc1C. RXN SMILES: [CH2:1]([CH3:2])[O:3][C:4]([C:5]([CH3:6])([CH3:7])[O:8][c:9]1[cH:10][c:11]([CH2:36][CH2:37][CH3:38])[c:12]([O:15][CH2:16][CH2:17][c:18]2[n:19][c:20](-[c:24]3[cH:25][cH:26][c:27](-[c:30]4[cH:31][cH:32][cH:33][cH:34][cH:35]4)[cH:28][cH:29]3)[o:21][c:22]2[CH3:23])[cH:13][cH:14]1)=[O:39].[CH3:42][CH2:43][OH:44].[Na+:41].[OH-:40]>>[O:3]=[C:4]([C:5]([CH3:6])([CH3:7])[O:8][c:9]1[cH:10][c:11]([CH2:36][CH2:37][CH3:38])[c:12]([O:15][CH2:16][CH2:17][c:18]2[n:19][c:20](-[c:24]3[cH:25][cH:26][c:27](-[c:30]4[cH:31][cH:32][cH:33][cH:34][cH:35]4)[cH:28][cH:29]3)[o:21][c:22]2[CH3:23])[cH:13][cH:14]1)[OH:39]. Starting materials: OC=1C(=CC2=C(SC(=C2)C(=O)O)C1)OC (6-Hydroxy-5-methoxy-benzo[b]thiophene-2-carboxylic acid), [N+](=O)(O)[O-] (nitric acid). Product: OC=1C(=CC2=C(SC(=C2)C(=O)O)C1[N+](=O)[O-])OC (6-Hydroxy-5-methoxy-7-nitro-benzo[b]thiophene-2-carboxylic acid). Procedure details: 6-Hydroxy-5-methoxy-benzo[b]thiophene-2-carboxylic acid (3.2 g) was dissolved in ethyl acetate (200 ml) and a solution of nitric acid in dichloromethane (2M, 7.7 ml) was gradually added at 0° C. into. The solution was stirred 30 min at room temperature and then it was poured into ice-cold water and filtered. The solid was washed with ethyl acetate and dried under vacuum. Reaction conditions: time 30 minute. Run in C(C)(=O)OCC (ethyl acetate), ClCCl (dichloromethane). As a reaction SMILES: [OH:1][C:2]1[C:3]([O:14][CH3:15])=[CH:4][C:5]2[CH:9]=[C:8]([C:10]([OH:12])=[O:11])[S:7][C:6]=2[CH:13]=1.[N+:16]([O-])([OH:18])=[O:17]>C(OCC)(=O)C.ClCCl>[OH:1][C:2]1[C:3]([O:14][CH3:15])=[CH:4][C:5]2[CH:9]=[C:8]([C:10]([OH:12])=[O:11])[S:7][C:6]=2[C:13]=1[N+:16]([O-:18])=[O:17]. The reactants are CC(C)(C)c1ccc2c(c1)Cc1cc(C(C)(C)C)ccc1-2, O=C([O-])O, C=CCOc1c(C(C)(C)C)cc(C)cc1[Si](Cl)(CC)CC, C1CCOC1, CCCCCC, Cc1ccccc1, [KH], [Na+], [Na+], [Na+], O=C([O-])[O-]. Product: C=CCOc1c(C(C)(C)C)cc(C)cc1[Si](CC)(CC)C1c2cc(C(C)(C)C)ccc2-c2ccc(C(C)(C)C)cc21. RXN SMILES: [C:2]([CH3:3])([CH3:4])([CH3:5])[c:6]1[cH:7][c:8]2[c:16]([cH:17][cH:18]1)-[c:15]1[c:10]([cH:11][c:12]([C:19]([CH3:20])([CH3:21])[CH3:22])[cH:13][cH:14]1)[CH2:9]2.[C:44](=[O:45])([O-:46])[OH:47].[CH2:23]([CH:24]=[CH2:25])[O:26][c:27]1[c:28]([Si:38]([CH2:39][CH3:40])([CH2:41][CH3:42])[Cl:43])[cH:29][c:30]([CH3:37])[cH:31][c:32]1[C:33]([CH3:34])([CH3:35])[CH3:36].[CH2:61]1[O:62][CH2:63][CH2:64][CH2:65]1.[CH3:55][CH2:56][CH2:57][CH2:58][CH2:59][CH3:60].[CH3:66][c:67]1[cH:68][cH:69][cH:70][cH:71][cH:72]1.[KH:1].[Na+:48].[Na+:49].[Na+:50].[O-:51][C:52](=[O:53])[O-:54]>>[C:2]([CH3:3])([CH3:4])([CH3:5])[c:6]1[cH:7][c:8]2[c:16]([cH:17][cH:18]1)-[c:15]1[c:10]([cH:11][c:12]([C:19]([CH3:20])([CH3:21])[CH3:22])[cH:13][cH:14]1)[CH:9]2[Si:38]([c:28]1[c:27]([O:26][CH2:23][CH:24]=[CH2:25])[c:32]([C:33]([CH3:34])([CH3:35])[CH3:36])[cH:31][c:30]([CH3:37])[cH:29]1)([CH2:39][CH3:40])[CH2:41][CH3:42]. Starting materials: ClC1=NC=C(C=C1)COC1OCCCC1 (2-chloro-5-[(tetrahydro-2-pyranyloxy)methyl]pyridine), C(O)([O-])=O.[Na+] (sodium hydrogen carbonate), Grignard reagent, [Mg] (magnesium), C(CCCCCCC)OC1=CC=C(C=C1)Br ((4-bromophenyl) octyl ether). Reagents/catalysts: CC(C)P(C1=CC=CC=C1)C2=CC=CC=C2.C1=CC=C(C=C1)PC2=CC=CC=C2.[Cl-].[Ni] (1,3-bis(diphenylphosphino)-propanenickel-(II) chloride). Solvent: O1CCCC1 (tetrahydrofuran), O1CCCC1 (tetrahydrofuran), C(C)OCC (diethyl ether). Conditions: time 3 hour. The product is C(CCCCCCC)OC1=CC=C(C=C1)C1=NC=C(C=C1)COC1OCCCC1 (2-[4-(octyloxy)-phenyl]-5-[(tetrahydro-2-pyranyloxy)methyl]pyridine). Isolated yield 67.2%. As a reaction SMILES: [Mg].[CH2:2]([O:10][C:11]1[CH:16]=[CH:15][C:14](Br)=[CH:13][CH:12]=1)[CH2:3][CH2:4][CH2:5][CH2:6][CH2:7][CH2:8][CH3:9].Cl[C:19]1[CH:24]=[CH:23][C:22]([CH2:25][O:26][CH:27]2[CH2:32][CH2:31][CH2:30][CH2:29][O:28]2)=[CH:21][N:20]=1.C(=O)([O-])O.[Na+]>C(OCC)C.CC(P(C1C=CC=CC=1)C1C=CC=CC=1)C.C1C=CC(PC2C=CC=CC=2)=CC=1.[Cl-].[Ni].O1CCCC1>[CH2:2]([O:10][C:11]1[CH:16]=[CH:15][C:14]([C:19]2[CH:24]=[CH:23][C:22]([CH2:25][O:26][CH:27]3[CH2:32][CH2:31][CH2:30][CH2:29][O:28]3)=[CH:21][N:20]=2)=[CH:13][CH:12]=1)[CH2:3][CH2:4][CH2:5][CH2:6][CH2:7][CH2:8][CH3:9] |f:3.4,6.7.8.9|. Reported procedure: A Grignard reagent solution prepared from 0.8 g of magnesium, 10.3 g of (4-bromophenyl) octyl ether and 50 ml of tetrahydrofuran was added dropwise at 0°-5° C. within 30 minutes to a mixture of 7.5 g of crude 2-chloro-5-[(tetrahydro-2-pyranyloxy)methyl]pyridine, 75 ml of tetrahydrofuran and 0.36 g of 1,3-bis(diphenylphosphino)-propanenickel-(II) chloride. The reaction mixture was stirred for 3 hours, left to stand overnight, then adjusted to pH 8 with aqueous sodium hydrogen carbonate solution a... Reactants: N[C@H]([C@@H](C(=O)NC1CC1)O)CC ((2S,3S)-3-amino-N-cyclopropyl-2-hydroxypentanamide), N[C@H](C(=O)O)CCC ((S)-2-aminopentanoic acid), CNC1CC1 (N-methylcyclopropanamine). Yields the product N[C@H]([C@@H](C(=O)N(C)C1CC1)O)CCC ((2S,3S)-3-Amino-N-cyclopropyl-2-hydroxy-N-methylhexanamide). Reaction SMILES: N[C@@H](CC)[C@H](O)[C:4]([NH:6][CH:7]1[CH2:9][CH2:8]1)=[O:5].[NH2:13][C@@H:14]([CH2:18][CH2:19][CH3:20])[C:15]([OH:17])=O.[CH3:21]NC1CC1>>[NH2:13][C@@H:14]([CH2:18][CH2:19][CH3:20])[C@H:15]([OH:17])[C:4]([N:6]([CH:7]1[CH2:9][CH2:8]1)[CH3:21])=[O:5]. Reported procedure: The title compound was prepared in analogy to (2S,3S)-3-amino-N-cyclopropyl-2-hydroxypentanamide, Representative Procedure B, using (S)-2-aminopentanoic acid in the first step (step B1), and N-methylcyclopropanamine in the seventh step (step B7).